Dataset: the Open Reaction Database (ORD), a public repository of structured organic reaction records. Task: describe an organic reaction: reactants, conditions, products, and yield Reactants: NC1=CC=C(CC2=NC=3N(C(N(C(C3N2)=O)CC2=C(C=CC=C2)F)=O)CCCC)C=C1 (8-(4-amino-benzyl)-3-butyl-1-(2-fluoro-benzyl)-3,7-dihydro-purine-2,6-dione), ClC=1C=C(C=C(C1)Cl)S(=O)(=O)Cl (3,5-dichloro-benzenesulfonyl chloride). Yields the product C(CCC)N1C(N(C(C=2NC(=NC12)CC1=CC=C(C=C1)NS(=O)(=O)C1=CC(=CC(=C1)Cl)Cl)=O)CC1=C(C=CC=C1)F)=O (N-{4-[3-Butyl-1-(2-fluoro-benzyl)-2,6-dioxo-2,3,6,7-tetrahydro-1H-purin-8-ylmethyl]-phenyl}-3,5-dichloro-benzenesulfonamide). Reaction SMILES: [NH2:1][C:2]1[CH:31]=[CH:30][C:5]([CH2:6][C:7]2[NH:15][C:14]3[C:13](=[O:16])[N:12]([CH2:17][C:18]4[CH:23]=[CH:22][CH:21]=[CH:20][C:19]=4[F:24])[C:11](=[O:25])[N:10]([CH2:26][CH2:27][CH2:28][CH3:29])[C:9]=3[N:8]=2)=[CH:4][CH:3]=1.[Cl:32][C:33]1[CH:34]=[C:35]([S:40](Cl)(=[O:42])=[O:41])[CH:36]=[C:37]([Cl:39])[CH:38]=1>>[CH2:26]([N:10]1[C:9]2[N:8]=[C:7]([CH2:6][C:5]3[CH:4]=[CH:3][C:2]([NH:1][S:40]([C:35]4[CH:34]=[C:33]([Cl:32])[CH:38]=[C:37]([Cl:39])[CH:36]=4)(=[O:42])=[O:41])=[CH:31][CH:30]=3)[NH:15][C:14]=2[C:13](=[O:16])[N:12]([CH2:17][C:18]2[CH:23]=[CH:22][CH:21]=[CH:20][C:19]=2[F:24])[C:11]1=[O:25])[CH2:27][CH2:28][CH3:29]. Procedure: Prepared from 8-(4-amino-benzyl)-3-butyl-1-(2-fluoro-benzyl)-3,7-dihydro-purine-2,6-dione and 3,5-dichloro-benzenesulfonyl chloride. Purity (ELSD, based on MW=630.5)=97%. Reactants: N[C@H](C(=O)OC)CCCCCC[C@@H](C(=O)OC)N (Dimethyl (S,S)-2,9-diaminodecanedioate), Cl (HCl). Conditions: temperature 60 celsius, time 12 hour. Yields the product N[C@H](C(=O)O)CCCCCC[C@@H](C(=O)O)N ((S,S)-2,9-Diaminodecanedioic acid). RXN SMILES: [NH2:1][C@@H:2]([CH2:7][CH2:8][CH2:9][CH2:10][CH2:11][CH2:12][C@H:13]([NH2:18])[C:14]([O:16]C)=[O:15])[C:3]([O:5]C)=[O:4].Cl>>[NH2:1][C@@H:2]([CH2:7][CH2:8][CH2:9][CH2:10][CH2:11][CH2:12][C@H:13]([NH2:18])[C:14]([OH:16])=[O:15])[C:3]([OH:5])=[O:4]. Procedure: Dimethyl (S,S)-2,9-diaminodecanedioate (1.40g, 5.38 mmol) was dissolved in 6N HCl (40 ml, 240 mmol), and stirred under N2 at 60° C. for 12 hours. The solvent was evaporated, the residue dissolved in EtOH and crystallized by the addition of diethyl ester. The crystals were filtered off. The reactants are [K].CC(C)([O-])C (kalium tert-butoxide), Cl (hydrochloric acid), crude product, OC1=C(CP(OCC)(OCC)=O)C=CC=C1 (diethyl 2-hydroxybenzylphosphonate), C1(=CC=C(C=C1)N(C1=CC=C(C=O)C=C1)C1=CC=C(C=C1)C)C (4-(di-para-tolylamino)benzaldehyde). Run in O (water), O1CCCC1 (tetrahydrofuran), O (water), O1CCCC1 (tetrahydrofuran). Run at time 2 hour. Product: OC1=C(C=CC=C1)C=CC1=CC=C(C=C1)N(C1=CC=C(C=C1)C)C1=CC=C(C=C1)C (2-hydroxy-4′-(di-para-tolylamino)stilbene). Isolated yield 72.0%. RXN SMILES: [K].CC(C)([O-])C.[OH:7][C:8]1[CH:22]=[CH:21][CH:20]=[CH:19][C:9]=1[CH2:10]P(=O)(OCC)OCC.[C:23]1([CH3:45])[CH:28]=[CH:27][C:26]([N:29]([C:38]2[CH:43]=[CH:42][C:41]([CH3:44])=[CH:40][CH:39]=2)[C:30]2[CH:37]=[CH:36][C:33]([CH:34]=O)=[CH:32][CH:31]=2)=[CH:25][CH:24]=1.Cl>O1CCCC1.O>[OH:7][C:8]1[CH:22]=[CH:21][CH:20]=[CH:19][C:9]=1[CH:10]=[CH:44][C:41]1[CH:40]=[CH:39][C:38]([N:29]([C:30]2[CH:37]=[CH:36][C:33]([CH3:34])=[CH:32][CH:31]=2)[C:26]2[CH:27]=[CH:28][C:23]([CH3:45])=[CH:24][CH:25]=2)=[CH:43][CH:42]=1 |f:0.1,^1:0|. Reported procedure: 14.8 g of kalium-tert-butoxide and 50 ml of tetrahydrofuran were put in a reaction reservoir having a mixer, a thermometer and a dropping funnel. Under a nitrogen stream, a solution wherein 9.90 g of the diethyl 2-hydroxybenzylphosphonate and 5.44 g of 4-(di-para-tolylamino)benzaldehyde were dissolved in tetrahydrofuran was slowly dropped therein at a room temperature, and the reaction therein is further performed for 2 hrs at the same temperature. Then, water was added therein while cooling the... Reactants: CC(C)(C)OC(=O)COc1cc(OS(=O)(=O)C(F)(F)F)cc2c1CCCC2=O, CCCC[N+](CCCC)(CCCC)CCCC, Cl, [F-], C1CCOC1, O. Product: CC(C)(C)OC(=O)COc1cc(O)cc2c1CCCC2=O. RXN SMILES: [C:1]([CH3:2])([CH3:3])([CH3:4])[O:5][C:6]([CH2:7][O:8][c:9]1[cH:10][c:11]([O:20][S:21]([C:22]([F:23])([F:24])[F:25])(=[O:26])=[O:27])[cH:12][c:13]2[c:18]1[CH2:17][CH2:16][CH2:15][C:14]2=[O:19])=[O:28].[CH3:30][CH2:31][CH2:32][CH2:33][N+:34]([CH2:35][CH2:36][CH2:37][CH3:38])([CH2:39][CH2:40][CH2:41][CH3:42])[CH2:43][CH2:44][CH2:45][CH3:46].[ClH:53].[F-:29].[O:47]1[CH2:48][CH2:49][CH2:50][CH2:51]1.[OH2:52]>>[C:1]([CH3:2])([CH3:3])([CH3:4])[O:5][C:6]([CH2:7][O:8][c:9]1[cH:10][c:11]([OH:20])[cH:12][c:13]2[c:18]1[CH2:17][CH2:16][CH2:15][C:14]2=[O:19])=[O:28]. The reactants are CCO, CC1CN(C(c2ccccc2)(c2ccccc2)c2ccccc2)CCN1c1ccc(C(F)(F)F)c(Cl)n1, Cl, O. Yields the product CC1CNCCN1c1ccc(C(F)(F)F)c(Cl)n1. Reaction SMILES: [CH3:40][CH2:41][OH:42].[Cl:1][c:2]1[c:3]([C:34]([F:35])([F:36])[F:37])[cH:4][cH:5][c:6]([N:8]2[CH:9]([CH3:33])[CH2:10][N:11]([C:14]([c:15]3[cH:16][cH:17][cH:18][cH:19][cH:20]3)([c:21]3[cH:22][cH:23][cH:24][cH:25][cH:26]3)[c:27]3[cH:28][cH:29][cH:30][cH:31][cH:32]3)[CH2:12][CH2:13]2)[n:7]1.[ClH:38].[OH2:39]>>[Cl:1][c:2]1[c:3]([C:34]([F:35])([F:36])[F:37])[cH:4][cH:5][c:6]([N:8]2[CH:9]([CH3:33])[CH2:10][NH:11][CH2:12][CH2:13]2)[n:7]1. Reactants: FC1=C(C=C(C=C1)F)[C@]1([C@H](C(O1)=O)C)CN1N=CN=C1 ((3R,4R)-4-(2,5-difluorophenyl)-3-methyl-4-[1,2,4]triazol-1-ylmethyl-oxetan-2-one), CN(C)C1=NC=CC=C1 (dimethylaminopyridine). Run in N (ammonia). Run at time 1 hour. The product is FC1=C(C=C(C=C1)F)[C@]([C@H](C(=O)N)C)(CN1N=CN=C1)O ((2R,3R)-3-(2,5-difluoro-phenyl)-3-hydroxy-2-methyl-4-[1,2,4]triazol-1-yl-butyramide). The yield is 5096.7%. As a reaction SMILES: [F:1][C:2]1[CH:7]=[CH:6][C:5]([F:8])=[CH:4][C:3]=1[C@:9]1([CH2:15][N:16]2[CH:20]=[N:19][CH:18]=[N:17]2)[O:12][C:11](=[O:13])[C@@H:10]1[CH3:14].C[N:22](C1C=CC=CN=1)C>N>[F:1][C:2]1[CH:7]=[CH:6][C:5]([F:8])=[CH:4][C:3]=1[C@@:9]([OH:12])([CH2:15][N:16]1[CH:20]=[N:19][CH:18]=[N:17]1)[C@@H:10]([CH3:14])[C:11]([NH2:22])=[O:13]. Procedure details: 7.1 g (25.4 mmol) of (3R,4R)-4-(2,5-difluorophenyl)-3-methyl-4-[1,2,4]triazol-1-ylmethyl-oxetan-2-one were dissolved in 250 ml aqueous ammonia (NH4OH 25%) and, after the addition of 64 mg (0.5 mmol) of dimethylaminopyridine, were stirred for 1 hour at room temperature. Evaporation of the reaction mixture gave crude 7.55 g (100% yield) of (2R,3R)-3-(2,5-difluoro-phenyl)-3-hydroxy-2-methyl-4-[1,2,4]triazol-1-yl-butyramide. The reactants are C(C1=CC=CC=C1)#N (benzonitrile), OO (hydrogen peroxide), C([O-])(O)=O.[K+] (potassium bicarbonate), C(C=C)OC1=CC=CC=2CC(NOC21)=O (8-allyloxy2,3-dihydro-(4H)-benz[5.6]oxazin-3-one). The solvent is CO (methanol). Conditions: time 3 day. The product is O1C(COC2=CC=CC=3CC(NOC32)=O)C1 (8-(2,3-epoxy-propoxy)-2,3-dihydro-(4H)-benz[5.6]oxazin-3-one). As a reaction SMILES: C(#N)C1C=CC=CC=1.OO.[C:11](=[O:14])(O)[O-].[K+].[CH2:16]([O:19][C:20]1[C:29]2[O:28][NH:27][C:26](=[O:30])[CH2:25][C:24]=2[CH:23]=[CH:22][CH:21]=1)[CH:17]=C>CO>[O:14]1[CH2:11][CH:17]1[CH2:16][O:19][C:20]1[C:29]2[O:28][NH:27][C:26](=[O:30])[CH2:25][C:24]=2[CH:23]=[CH:22][CH:21]=1 |f:2.3|. Procedure: 5.2 g of benzonitrile, 18 ml of a 30 percent strength aqueous solution of hydrogen peroxide and 1.0 g of potassium bicarbonate are added to a suspension of 10.1 g of 8-allyloxy2,3-dihydro-(4H)-benz[5.6]oxazin-3-one in 400 ml of methanol and the mixture is then stirred for 3 days at 20°. The reaction mixture is then concentrated to a volume of 40 ml under reduced pressure. After leaving to stand at 0°, 8-(2,3-epoxy-propoxy)-2,3-dihydro-(4H)-benz[5.6]oxazin-3-one is obtained in the form of colourl... Starting materials: C([O-])([O-])=O.[K+].[K+] (potassium carbonate), BrC=1N=CC(=NC1OC)NCC1=CC=C(C=C1)OC ((5-bromo-6-methoxypyrazin-2-yl)[(4-methoxyphenyl)methyl]amine), COC1=C(C=CC(=C1)OC(F)(F)F)B(O)O (2-methoxy-4-trifluoromethoxy benzeneboronic acid). Reagents/catalysts: C=1C=CC(=CC1)[P](C=2C=CC=CC2)(C=3C=CC=CC3)[Pd]([P](C=4C=CC=CC4)(C=5C=CC=CC5)C=6C=CC=CC6)([P](C=7C=CC=CC7)(C=8C=CC=CC8)C=9C=CC=CC9)[P](C=1C=CC=CC1)(C=1C=CC=CC1)C=1C=CC=CC1 (Tetrakis(triphenylphosphine)palladium(0)). Solvent: C1(=CC=CC=C1)C (toluene), [OH-].[Na+] (sodium hydroxide). Yields the product COC1=C(N=CC(=N1)NCC1=CC=C(C=C1)OC)C1=C(C=C(C=C1)OC(F)(F)F)OC ({6-methoxy-5-[2-methoxy-4-(trifluoromethoxy)phenyl]pyrazin-2yl}[(4-methoxyphenyl)methyl]amine). Yield: 88.8%. Reaction SMILES: C(=O)([O-])[O-].[K+].[K+].Br[C:8]1[N:9]=[CH:10][C:11]([NH:16][CH2:17][C:18]2[CH:23]=[CH:22][C:21]([O:24][CH3:25])=[CH:20][CH:19]=2)=[N:12][C:13]=1[O:14][CH3:15].[CH3:26][O:27][C:28]1[CH:33]=[C:32]([O:34][C:35]([F:38])([F:37])[F:36])[CH:31]=[CH:30][C:29]=1B(O)O>C1(C)C=CC=CC=1.[OH-].[Na+].C1C=CC([P]([Pd]([P](C2C=CC=CC=2)(C2C=CC=CC=2)C2C=CC=CC=2)([P](C2C=CC=CC=2)(C2C=CC=CC=2)C2C=CC=CC=2)[P](C2C=CC=CC=2)(C2C=CC=CC=2)C2C=CC=CC=2)(C2C=CC=CC=2)C2C=CC=CC=2)=CC=1>[CH3:15][O:14][C:13]1[N:12]=[C:11]([NH:16][CH2:17][C:18]2[CH:23]=[CH:22][C:21]([O:24][CH3:25])=[CH:20][CH:19]=2)[CH:10]=[N:9][C:8]=1[C:29]1[CH:30]=[CH:31][C:32]([O:34][C:35]([F:37])([F:38])[F:36])=[CH:33][C:28]=1[O:27][CH3:26] |f:0.1.2,6.7,^1:54,56,75,94|. Procedure: Tetrakis(triphenylphosphine)palladium(0) (100 mg) and potassium carbonate (2.0 M, 2.0 mL) are added to a stirred solution of (5-bromo-6-methoxypyrazin-2-yl)[(4-methoxyphenyl)methyl]amine (0.80 g, 2.50 mmol) and 2-methoxy-4-trifluoromethoxy benzeneboronic acid (1.75 g, 7.5 mmol) in toluene (25 mL). The mixture is heated to 85 C for 8 hours, cooled to room temperature, diluted with 2.0 M sodium hydroxide and extracted twice with 1:1 hexane-ethyl ether. The combined extracts are dried (sodium sulfa... The reactants are CC(C)(C)OC(=O)N1CCC(CCO)(c2cc(Cc3ccccc3)n[nH]2)CC1, C1CCOC1, CCOC(=O)N=NC(=O)OCC, c1ccc(P(c2ccccc2)c2ccccc2)cc1. Product: CC(C)(C)OC(=O)N1CCC2(CC1)CCn1nc(Cc3ccccc3)cc12. As a reaction SMILES: [C:1]([CH3:2])([CH3:3])([CH3:4])[O:5][C:6](=[O:7])[N:8]1[CH2:9][CH2:10][C:11]([c:14]2[cH:15][c:16]([CH2:19][c:20]3[cH:21][cH:22][cH:23][cH:24][cH:25]3)[n:17][nH:18]2)([CH2:26][CH2:27][OH:28])[CH2:12][CH2:13]1.[CH2:60]1[O:61][CH2:62][CH2:63][CH2:64]1.[O:48]=[C:49]([O:50][CH2:51][CH3:52])[N:53]=[N:54][C:55]([O:56][CH2:57][CH3:58])=[O:59].[c:29]1([P:30]([c:31]2[cH:32][cH:33][cH:34][cH:35][cH:36]2)[c:37]2[cH:38][cH:39][cH:40][cH:41][cH:42]2)[cH:43][cH:44][cH:45][cH:46][cH:47]1>>[C:1]([CH3:2])([CH3:3])([CH3:4])[O:5][C:6](=[O:7])[N:8]1[CH2:9][CH2:10][C:11]2([CH2:12][CH2:13]1)[c:14]1[cH:15][c:16]([CH2:19][c:20]3[cH:21][cH:22][cH:23][cH:24][cH:25]3)[n:17][n:18]1[CH2:27][CH2:26]2.